This data is from the Open Reaction Database (ORD), a public repository of structured organic reaction records. The task is: describe an organic reaction: reactants, conditions, products, and yield Reactants: C1(=CC=CC=C1)N1N=C(C=C1C=1SC=CC1)CCC=O (3-(1-phenyl-5-(thiophene-2-yl)-1H-pyrazol-3-yl)-propanal), [BH-](OC(=O)C)(OC(=O)C)OC(=O)C.[Na+] (NaBH(OAc)3), FC1=CC=C(C=C1)C(N1CCNCC1)C1=CC=C(C=C1)F (1-(bis(4-fluorophenyl)methyl)piperazine), CCN(C(C)C)C(C)C (DIPEA). Yields the product FC1=CC=C(C=C1)C(N1CCN(CC1)CCCC1=NN(C(=C1)C=1SC=CC1)C1=CC=CC=C1)C1=CC=C(C=C1)F (1-(bis(4-fluorophenyl)methyl)-4-(3-(1-phenyl-5-(thiophene-2-yl)-1H-pyrazol-3-yl)propyl)piperazine). RXN SMILES: [C:1]1([N:7]2[C:11]([C:12]3[S:13][CH:14]=[CH:15][CH:16]=3)=[CH:10][C:9]([CH2:17][CH2:18][CH:19]=O)=[N:8]2)[CH:6]=[CH:5][CH:4]=[CH:3][CH:2]=1.[F:21][C:22]1[CH:27]=[CH:26][C:25]([CH:28]([C:35]2[CH:40]=[CH:39][C:38]([F:41])=[CH:37][CH:36]=2)[N:29]2[CH2:34][CH2:33][NH:32][CH2:31][CH2:30]2)=[CH:24][CH:23]=1.CCN(C(C)C)C(C)C.[BH-](OC(C)=O)(OC(C)=O)OC(C)=O.[Na+]>>[F:41][C:38]1[CH:37]=[CH:36][C:35]([CH:28]([C:25]2[CH:26]=[CH:27][C:22]([F:21])=[CH:23][CH:24]=2)[N:29]2[CH2:30][CH2:31][N:32]([CH2:19][CH2:18][CH2:17][C:9]3[CH:10]=[C:11]([C:12]4[S:13][CH:14]=[CH:15][CH:16]=4)[N:7]([C:1]4[CH:6]=[CH:5][CH:4]=[CH:3][CH:2]=4)[N:8]=3)[CH2:33][CH2:34]2)=[CH:40][CH:39]=1 |f:3.4|. Procedure details: 65 mg (78%) of target compound was obtained by using a method same as in Example 1 by using 3-(1-phenyl-5-(thiophene-2-yl)-1H-pyrazol-3-yl)-propanal (40 mg, 0.142 mmol), 1-(bis(4-fluorophenyl)methyl)piperazine (41 mg, 0.142 mmol), DIPEA (0.040 mL, 0.213 mmol) and NaBH(OAc)3 (90 mg, 0.573 mmol). Starting materials: crude product, ClC1=NC=CC(=N1)OC=1C=C2C=C(NC2=CC1)C (5-((2-chloropyrimidin-4-yl)oxy)-2-methyl-1H-indole), NC=1C=C(C=CC1)CS(=O)(=O)NCCN(C)C (1-(3-aminophenyl)-N-(2-(dimethylamino)ethyl)methane-sulfonamide), NC=1C=C(C=CC1)CS(=O)(=O)NCCN(C)C (1-(3-aminophenyl)-N-(2-(dimethylamino)ethyl)methane-sulfonamide). The product is CN(CCNS(=O)(=O)CC1=CC(=CC=C1)NC1=NC=CC(=N1)OC=1C=C2C=C(NC2=CC1)C)C (N-(2-(dimethylamino)ethyl)-1-(3-((4-((2-methyl-1H-indol-5-yl)oxy)pyrimidin-2-yl)amino)phenyl)methanesulfonamide). As a reaction SMILES: Cl[C:2]1[N:7]=[C:6]([O:8][C:9]2[CH:10]=[C:11]3[C:15](=[CH:16][CH:17]=2)[NH:14][C:13]([CH3:18])=[CH:12]3)[CH:5]=[CH:4][N:3]=1.[NH2:19][C:20]1[CH:21]=[C:22]([CH2:26][S:27]([NH:30][CH2:31][CH2:32][N:33]([CH3:35])[CH3:34])(=[O:29])=[O:28])[CH:23]=[CH:24][CH:25]=1>>[CH3:34][N:33]([CH3:35])[CH2:32][CH2:31][NH:30][S:27]([CH2:26][C:22]1[CH:23]=[CH:24][CH:25]=[C:20]([NH:19][C:2]2[N:7]=[C:6]([O:8][C:9]3[CH:10]=[C:11]4[C:15](=[CH:16][CH:17]=3)[NH:14][C:13]([CH3:18])=[CH:12]4)[CH:5]=[CH:4][N:3]=2)[CH:21]=1)(=[O:29])=[O:28]. Reported procedure: The title compound of Formula A can be synthesized as the crude product of the compound of Formula A by the reaction of Compound 3 with 1-(3-aminophenyl)-N-(2-(dimethylamino)ethyl)methane-sulfonamide (Compound 4) in the presence of an acid, such as but not limited to acetic acid, formic acid, HCl, H2SO4, toluenesulfonic acid, trifluoroacetic acid, or ethanesulfonic acid acidic, and in a solvent, such as but not limited to, N,N-dimethylformamide (DMF), acetonitrile, tetrahydrofuran, ethanol, isop... The reactants are 1E, BrC1=C2C(C(N(C2=CC=C1)CCCCC)=O)C1=CC2=C(OCO2)C=C1O (4-bromo-3-(6-hydroxy-1,3-benzodioxol-5-yl)-1-pentyl-1,3-dihydro-2H-indol-2-one), ClC1=C2C(C(N(C2=CC=C1)CC(=O)OCC)=O)C=1C(=CC2=C(CCO2)C1)O (ethyl [4-chloro-3-(6-hydroxy-2,3-dihydro-1-benzofuran-5-yl)-2-oxo-2,3-dihydro-1H-indol-1-yl]acetate). Yields the product ClC1=C2C(C(N(C2=CC=C1)CC(=O)OCC)=O)(CO)C=1C(=CC2=C(CCO2)C1)O (ethyl [4-chloro-3-(6-hydroxy-2,3-dihydro-1-benzofuran-5-yl)-3-(hydroxymethyl)-2-oxo-2,3-dihydro-1H-indol-1-yl]acetate). Reaction SMILES: BrC1C=CC=C2C=1C(C1C(O)=CC3OCOC=3C=1)[C:5](=[O:16])N2CCCCC.[Cl:27][C:28]1[CH:36]=[CH:35][CH:34]=[C:33]2[C:29]=1[CH:30]([C:44]1[C:45]([OH:53])=[CH:46][C:47]3[O:51][CH2:50][CH2:49][C:48]=3[CH:52]=1)[C:31](=[O:43])[N:32]2[CH2:37][C:38]([O:40][CH2:41][CH3:42])=[O:39]>>[Cl:27][C:28]1[CH:36]=[CH:35][CH:34]=[C:33]2[C:29]=1[C:30]([C:44]1[C:45]([OH:53])=[CH:46][C:47]3[O:51][CH2:50][CH2:49][C:48]=3[CH:52]=1)([CH2:5][OH:16])[C:31](=[O:43])[N:32]2[CH2:37][C:38]([O:40][CH2:41][CH3:42])=[O:39]. Procedure details: Following the procedure as described in PREPARATION 1E, and making non-critical variations to replace 4-bromo-3-(6-hydroxy-1,3-benzodioxol-5-yl)-1-pentyl-1,3-dihydro-2H-indol-2-one with ethyl [4-chloro-3-(6-hydroxy-2,3-dihydro-1-benzofuran-5-yl)-2-oxo-2,3-dihydro-1H-indol-1-yl]acetate, the title compound was obtained (99%) as a gummy solid: MS (ES+) m/z 418.7 (M+1). Starting materials: CCN(C(C)C)C(C)C, CC(C)(C)OC(=O)N1CCC2(CCCNC2)CC1, ClCCl, O=C(O)c1ccc2c(c1)C(NC(=O)c1ccccc1Cl)CC2, O, On1nnc2ccccc21. The product is CC(C)(C)OC(=O)N1CCC2(CCCN(C(=O)c3ccc4c(c3)C(NC(=O)c3ccccc3Cl)CC4)C2)CC1. Reaction SMILES: [CH2:1]([N:2]([CH:3]([CH3:4])[CH3:5])[CH:6]([CH3:7])[CH3:8])[CH3:9].[CH2:43]1[NH:44][CH2:45][CH2:46][CH2:47][C:48]12[CH2:49][CH2:50][N:51]([C:54](=[O:55])[O:56][C:57]([CH3:58])([CH3:59])[CH3:60])[CH2:52][CH2:53]2.[CH2:61]([Cl:62])[Cl:63].[Cl:10][c:11]1[c:12]([C:13](=[O:14])[NH:15][CH:16]2[CH2:17][CH2:18][c:19]3[cH:20][cH:21][c:22]([C:25](=[O:26])[OH:27])[cH:23][c:24]32)[cH:28][cH:29][cH:30][cH:31]1.[OH2:32].[OH:33][n:34]1[c:35]2[cH:36][cH:37][cH:38][cH:39][c:40]2[n:41][n:42]1>>[Cl:10][c:11]1[c:12]([C:13](=[O:14])[NH:15][CH:16]2[CH2:17][CH2:18][c:19]3[cH:20][cH:21][c:22]([C:25](=[O:26])[N:44]4[CH2:43][C:48]5([CH2:47][CH2:46][CH2:45]4)[CH2:49][CH2:50][N:51]([C:54](=[O:55])[O:56][C:57]([CH3:58])([CH3:59])[CH3:60])[CH2:52][CH2:53]5)[cH:23][c:24]32)[cH:28][cH:29][cH:30][cH:31]1.